Dataset: the Open Reaction Database (ORD), a public repository of structured organic reaction records. Task: describe an organic reaction: reactants, conditions, products, and yield The reactants are ClC1=CC=C(C=C1)C1C(N=C(N1)C1=C(C=C(C=C1)OC)OCC)CCC (5-(4-Chloro-phenyl)-2-(2-ethoxy-4-methoxy-phenyl)-4-propyl-4,5-dihydro-1H-imidazole), ClC1=CC=C(C=C1)C1C(N=C(N1C(=O)N1CCN(CC1)C)C1=C(C=C(C=C1)OC)OCC)CC1CCCC1 ([5-(4-chloro-phenyl)-4-cyclopentylmethyl-2-(2-ethoxy-4-methoxy-phenyl)-4,5-dihydro-imidazol-1-yl]-(4-methyl-piperazin-1-yl)-methanone). RXN SMILES: ClC1C=CC(C2NC(C3C=CC([O:19]C)=CC=3OCC)=NC2CCC)=CC=1.[Cl:27][C:28]1[CH:33]=[CH:32][C:31]([CH:34]2[N:38]([C:39]([N:41]3[CH2:46][CH2:45][N:44](C)[CH2:43][CH2:42]3)=[O:40])[C:37]([C:48]3[CH:53]=[CH:52][C:51]([O:54][CH3:55])=[CH:50][C:49]=3[O:56][CH2:57][CH3:58])=[N:36][CH:35]2[CH2:59][CH:60]2CCC[CH2:61]2)=[CH:30][CH:29]=1>>[Cl:27][C:28]1[CH:33]=[CH:32][C:31]([CH:34]2[N:38]([C:39]([N:41]3[CH2:46][CH2:45][NH:44][C:43](=[O:19])[CH2:42]3)=[O:40])[C:37]([C:48]3[CH:53]=[CH:52][C:51]([O:54][CH3:55])=[CH:50][C:49]=3[O:56][CH2:57][CH3:58])=[N:36][CH:35]2[CH2:59][CH2:60][CH3:61])=[CH:30][CH:29]=1. Procedure details: 4-[5-(4-Chloro-phenyl)-2-(2-ethoxy-4-methoxy-phenyl)-4-propyl-4,5-dihydro-imidazole-1-carbonyl]-piperazin-2-one was prepared from 5-(4-chloro-phenyl)-2-(2-ethoxy-4-methoxy-phenyl)-4-propyl-4,5-dihydro-1H-imidazole (Example 18) in an analogous manner as described for the preparation of [5-(4-chloro-phenyl)-4-cyclopentylmethyl-2-(2-ethoxy-4-methoxy-phenyl)-4,5-dihydro-imidazol-1-yl]-(4-methyl-piperazin-1-yl)-methanone (Example 24). HR-MS (ES, m/z) observed 499.2113, calculated for C26H32N4O4Cl [(M... The product is ClC1=CC=C(C=C1)C1C(N=C(N1C(=O)N1CC(NCC1)=O)C1=C(C=C(C=C1)OC)OCC)CCC (4-[5-(4-Chloro-phenyl)-2-(2-ethoxy-4-methoxy-phenyl)-4-propyl-4,5-dihydro-imidazole-1-carbonyl]-piperazin-2-one). Starting materials: COC(OC)OC (trimethoxymethane), C([O-])(O)=O.[Na+] (sodium bicarbonate), N1(CCCCC1)CC1=CC=C(C=C1)C1=CC2=C(NC3=C2C=C(N=C3)C(=O)NN)N=C1 (3-(4-piperidin-1-ylmethylphenyl)-9H-dipyrido[2,3-b;4′,3′-d]pyrrole-6-carbohydrazide), COC(OC)OC (trimethoxymethane). The reagents and catalysts are C(C)(=O)O (acetic acid). Run in CN(C)C=O (DMF). Yields the product O1C(=NN=C1)C1=CC=2C3=C(NC2C=N1)N=CC(=C3)C3=CC=C(C=C3)CN3CCCCC3 (6-(1,3,4-Oxadiazol-2-yl)-3-(4-piperidin-1-ylmethylphenyl)-9H-dipyrido[2,3-b;4′,3′-d]pyrrole). Isolated yield 10.9%. Reaction SMILES: [N:1]1([CH2:7][C:8]2[CH:13]=[CH:12][C:11]([C:14]3[CH:30]=[N:29][C:17]4[NH:18][C:19]5[CH:24]=[N:23][C:22]([C:25]([NH:27][NH2:28])=[O:26])=[CH:21][C:20]=5[C:16]=4[CH:15]=3)=[CH:10][CH:9]=2)[CH2:6][CH2:5][CH2:4][CH2:3][CH2:2]1.[CH3:31]OC(OC)OC.C(=O)(O)[O-].[Na+]>CN(C=O)C.C(O)(=O)C>[O:26]1[CH:31]=[N:28][N:27]=[C:25]1[C:22]1[N:23]=[CH:24][C:19]2[NH:18][C:17]3[N:29]=[CH:30][C:14]([C:11]4[CH:12]=[CH:13][C:8]([CH2:7][N:1]5[CH2:2][CH2:3][CH2:4][CH2:5][CH2:6]5)=[CH:9][CH:10]=4)=[CH:15][C:16]=3[C:20]=2[CH:21]=1 |f:2.3|. Procedure: A solution of 3-(4-piperidin-1-ylmethylphenyl)-9H-dipyrido[2,3-b;4′,3′-d]pyrrole-6-carbohydrazide (53.8 mg, 0.134 mmol) and trimethoxymethane (1.21 mL, 11.0 mmol) in DMF (0.81 mL) was heated at 120° C. for 24 h. The mixture was cooled, treated with trimethoxymethane (1.0 mL) and a few drops of acetic acid and heated under reflux for 48 h. The mixture was allowed to cool, treated with saturated aqueous sodium bicarbonate solution, and the resultant white precipitate collected by filtration and wa... Reactants: CCOc1c(Br)ccc(C(C)(C)C)c1O[SiH](C)C, CCN(CC)C(=O)Cl, [Li]CCCC. The product is CCOc1c(C(=O)N(CC)CC)ccc(C(C)(C)C)c1O[SiH](C)C. Reaction SMILES: [Br:1][c:2]1[c:3]([O:16][CH2:17][CH3:18])[c:4]([O:12][SiH:13]([CH3:14])[CH3:15])[c:5]([C:8]([CH3:9])([CH3:10])[CH3:11])[cH:6][cH:7]1.[CH2:24]([CH3:25])[N:26]([C:27](=[O:28])[Cl:29])[CH2:30][CH3:31].[CH3:19][CH2:20][CH2:21][CH2:22][Li:23]>>[c:2]1([C:27]([N:26]([CH2:24][CH3:25])[CH2:30][CH3:31])=[O:28])[c:3]([O:16][CH2:17][CH3:18])[c:4]([O:12][SiH:13]([CH3:14])[CH3:15])[c:5]([C:8]([CH3:9])([CH3:10])[CH3:11])[cH:6][cH:7]1. Reactants: FC(F)(F)CCBr, CN(C)C=O, N#CC(C#N)Cc1ccc(F)c(F)c1, [H-], [Na+]. Yields the product N#CC(C#N)(CCC(F)(F)F)Cc1ccc(F)c(F)c1. RXN SMILES: [Br:17][CH2:18][CH2:19][C:20]([F:21])([F:22])[F:23].[CH3:24][N:25]([CH3:26])[CH:27]=[O:28].[F:1][c:2]1[cH:3][c:4]([CH2:5][CH:6]([C:7]#[N:8])[C:9]#[N:10])[cH:11][cH:12][c:13]1[F:14].[H-:15].[Na+:16]>>[F:1][c:2]1[cH:3][c:4]([CH2:5][C:6]([C:7]#[N:8])([C:9]#[N:10])[CH2:18][CH2:19][C:20]([F:21])([F:22])[F:23])[cH:11][cH:12][c:13]1[F:14]. Starting materials: CC1NCCNC1 (2-methylpiperazine), [B](F)F.C1(CC1)N1C=C(C(C2=CC(=C(C(=C12)OC(F)F)F)F)=O)C(=O)O (1-cyclopropyl-8-difluoromethoxy-6,7-difluoro-1,4-dihydro-4-oxoquinoline-3-carboxylic acid boron difluoride), O (water). Solvent: CS(=O)C (dimethyl sulfoxide). Run at time 8 hour. Product: C1(CC1)N1C=C(C(C2=CC(=C(C(=C12)OC(F)F)N1CC(NCC1)C)F)=O)C(=O)O (1-Cyclopropyl-8-difluoromethoxy-6-fluoro-7-(3-methylpiperazinyl)-1,4-dihydro-4-oxoquinoline-3-carboxylic acid). The yield is 82.2%. As a reaction SMILES: [CH3:1][CH:2]1[CH2:7][NH:6][CH2:5][CH2:4][NH:3]1.[B](F)F.[CH:11]1([N:14]2[C:23]3[C:18](=[CH:19][C:20]([F:29])=[C:21](F)[C:22]=3[O:24][CH:25]([F:27])[F:26])[C:17](=[O:30])[C:16]([C:31]([OH:33])=[O:32])=[CH:15]2)[CH2:13][CH2:12]1.O>CS(C)=O>[CH:11]1([N:14]2[C:23]3[C:18](=[CH:19][C:20]([F:29])=[C:21]([N:6]4[CH2:5][CH2:4][NH:3][CH:2]([CH3:1])[CH2:7]4)[C:22]=3[O:24][CH:25]([F:26])[F:27])[C:17](=[O:30])[C:16]([C:31]([OH:33])=[O:32])=[CH:15]2)[CH2:12][CH2:13]1 |f:1.2,^1:7|. Reported procedure: 1.63 g (0.016 moles) of 2-methylpiperazine was added to a solution of 2.58 g (0.0068 mole) of 1-cyclopropyl-8-difluoromethoxy-6,7-difluoro-1,4-dihydro-4-oxoquinoline-3-carboxylic acid boron difluoride chelate (prepared as described in Preparation 8) in 20 ml of dimethyl sulfoxide, and the mixture was allowed to stand at room temperature overnight. The reaction mixture was then poured into 100 ml of water, and the crystals which precipitated were collected by filtration and washed with water. The... Starting materials: dichloromethane-hexanes, BrC1=C(N)C=CC=C1 (2-bromoaniline), BrC=1C=CC(=NC1)C(=O)Cl (5-bromopyridine-2-carbonyl chloride), C(=O)([O-])[O-].[Cs+].[Cs+] (Cs2CO3), N1=CC=CC2=CC=C3C=CC=NC3=C12 (1,10-phenanthroline). Reagents/catalysts: [Cu]I (CuI). The solvent is hexanes, C(Cl)Cl (CH2Cl2), O1CCOCC1 (1,4-dioxane). Reaction conditions: temperature 120 celsius. Yields the product BrC=1C=CC(=NC1)C=1OC2=C(N1)C=CC=C2 (2-(5-bromopyridin-2-yl)benzo[d]oxazole). Isolated yield 29.8%. Reaction SMILES: Br[C:2]1[CH:8]=[CH:7][CH:6]=[CH:5][C:3]=1[NH2:4].[Br:9][C:10]1[CH:11]=[CH:12][C:13]([C:16](Cl)=[O:17])=[N:14][CH:15]=1.C([O-])([O-])=O.[Cs+].[Cs+].N1C2C(=CC=C3C=2N=CC=C3)C=CC=1>[Cu]I.C(Cl)Cl.O1CCOCC1>[Br:9][C:10]1[CH:11]=[CH:12][C:13]([C:16]2[O:17][C:2]3[CH:8]=[CH:7][CH:6]=[CH:5][C:3]=3[N:4]=2)=[N:14][CH:15]=1 |f:2.3.4|. Procedure: A mixture of 2-bromoaniline (3.90 g, 22.7 mmol), 5-bromopyridine-2-carbonyl chloride (5.00 g, 22.7 mmol), Cs2CO3 (14.78 g, 45.36 mmol), 1,10-phenanthroline (0.409 g, 2.27 mmol), CuI (0.216 g, 1.13 mmol) and anhydrous 1,4-dioxane (40 mL) was degassed with argon for about 40 min while stirring. The stirring reaction mixture was then maintained under argon at about 120° C. for about 40 h. Upon completion, the reaction was cooled to RT and poured over CH2Cl2 (300 mL). The organics were then washed w...